describe an organic reaction: reactants, conditions, products, and yield From a dataset of the Open Reaction Database (ORD), a public repository of structured organic reaction records. Starting materials: Cl.COC(CCC1=CC(=CC=C1)CN)=O (3-(3-aminomethyl-phenyl)-propionic acid methyl ester hydrochloride salt), N1=C(N=CC=C1)C1=CC=C(C=O)C=C1 (4-pyrimidin-2-yl-benzaldehyde), imine. The solvent is CO (MeOH). The product is COC(CCC1=CC(=CC=C1)CNCC1=CC=C(C=C1)C1=NC=CC=N1)=O (3-{3-[(4-Pyrimidin-2-yl-benzylamino)-methyl]-phenyl}-propionic acid methyl ester). RXN SMILES: Cl.[CH3:2][O:3][C:4](=[O:15])[CH2:5][CH2:6][C:7]1[CH:12]=[CH:11][CH:10]=[C:9]([CH2:13][NH2:14])[CH:8]=1.[N:16]1[CH:21]=[CH:20][CH:19]=[N:18][C:17]=1[C:22]1[CH:29]=[CH:28][C:25]([CH:26]=O)=[CH:24][CH:23]=1>CO>[CH3:2][O:3][C:4](=[O:15])[CH2:5][CH2:6][C:7]1[CH:12]=[CH:11][CH:10]=[C:9]([CH2:13][NH:14][CH2:26][C:25]2[CH:24]=[CH:23][C:22]([C:17]3[N:16]=[CH:21][CH:20]=[CH:19][N:18]=3)=[CH:29][CH:28]=2)[CH:8]=1 |f:0.1|. Procedure: The title compound of Step A was prepared from 3-(3-aminomethyl-phenyl)-propionic acid methyl ester hydrochloride salt, of Preparation 44, and 4-pyrimidin-2-yl-benzaldehyde, of Preparation 21, using the method described in Example 1, Step A except that the imine was formed in MeOH at reflux with a reaction time of 2 h. 1H NMR (400 MHz, CDCl3) δ 8.79 (d, 2H), 8.40 (d, 2H), 7.49 (d, 2H), 3.88 (s, 2H), 3.80 (s, 2H), 3.65 (s, 3H), 2.94 (t, 2H), 2.63 (t, 2H). RXN SMILES: [CH2:1]([CH:2]([CH3:3])[CH3:4])[n:5]1[c:6](=[S:15])[nH:7][c:8](=[O:14])[c:9]2[nH:10][cH:11][n:12][c:13]12.[CH3:16][O:17][c:18]1[cH:19][cH:20][c:21]([P:22]2(=[S:25])[S:23][P:24]([c:26]3[cH:27][cH:28][c:29]([O:30][CH3:31])[cH:32][cH:33]3)(=[S:34])[S:35]2)[cH:36][cH:37]1.[CH3:38][c:39]1[cH:40][cH:41][cH:42][cH:43][cH:44]1>>[CH2:1]([CH:2]([CH3:3])[CH3:4])[n:5]1[c:6](=[S:15])[nH:7][c:8](=[S:25])[c:9]2[nH:10][cH:11][n:12][c:13]12. Product: CC(C)Cn1c(=S)[nH]c(=S)c2[nH]cnc21. The reactants are CC(C)Cn1c(=S)[nH]c(=O)c2[nH]cnc21, COc1ccc(P2(=S)SP(=S)(c3ccc(OC)cc3)S2)cc1, Cc1ccccc1. Starting materials: NC1=C(OC2=C1C(=C(C=C2)OC)Br)C(C=CC=2N=C(SC2)C(C)C)=O (1-(3-amino-4-bromo-5-methoxy-benzofuran-2-yl)-3-(2-isopropyl-thiazol-4-yl)-2-propen-1-one), CC(=O)O (AcOH), OP(=O)(O)O (H3PO4). The solvent is O (water). Run at temperature 90 celsius. Product: BrC1=C(C=CC2=C1C=1NC(CC(C1O2)=O)C=2N=C(SC2)C(C)C)OC (9-bromo-2-(2-isopropyl-thiazol-4-yl)-8-methoxy-2,3-dihydro-benzofuro[3,2-b]pyridin-4(1H)-one). Isolated yield 71.9%. RXN SMILES: [NH2:1][C:2]1[C:6]2[C:7]([Br:13])=[C:8]([O:11][CH3:12])[CH:9]=[CH:10][C:5]=2[O:4][C:3]=1[C:14](=[O:25])[CH:15]=[CH:16][C:17]1[N:18]=[C:19]([CH:22]([CH3:24])[CH3:23])[S:20][CH:21]=1.CC(O)=O.OP(O)(O)=O>O>[Br:13][C:7]1[C:6]2[C:2]3[NH:1][CH:16]([C:17]4[N:18]=[C:19]([CH:22]([CH3:23])[CH3:24])[S:20][CH:21]=4)[CH2:15][C:14](=[O:25])[C:3]=3[O:4][C:5]=2[CH:10]=[CH:9][C:8]=1[O:11][CH3:12]. Procedure: A mixture of 15A (2.8 g, 6.6 mmol), AcOH (10 mL) and H3PO4 (10 mL) was heated to 90° C. and reacted for 2 hours. TLC monitored the reaction. After the reaction completed, the reaction mixture was added dropwise into water. The precipitated solids were collected by filtration to give 15B (2 g, 71.4% yield). Starting materials: [BH3-]C#N, CCO, COC(=O)C1CCC2C3CCC4CC(O)CCC4(C)C3C(N)CC12C, [Na+], [Na+], O=C([O-])O, O=C1CCCCC1. Yields the product COC(=O)C1CCC2C3CCC4CC(O)CCC4(C)C3C(NC3CCCCC3)CC12C. As a reaction SMILES: [C:8]([BH3-:9])#[N:10].[CH3:37][CH2:38][OH:39].[NH2:12][CH:13]1[CH:14]2[C:15]3([CH3:36])[CH2:16][CH2:17][CH:18]([OH:35])[CH2:19][CH:20]3[CH2:21][CH2:22][CH:23]2[CH:24]2[CH2:25][CH2:26][CH:27]([C:31](=[O:32])[O:33][CH3:34])[C:28]2([CH3:29])[CH2:30]1.[Na+:11].[Na+:44].[O-:40][C:41]([OH:42])=[O:43].[O:1]=[C:2]1[CH2:3][CH2:4][CH2:5][CH2:6][CH2:7]1>>[CH:2]1([NH:12][CH:13]2[CH:14]3[C:15]4([CH3:36])[CH2:16][CH2:17][CH:18]([OH:35])[CH2:19][CH:20]4[CH2:21][CH2:22][CH:23]3[CH:24]3[CH2:25][CH2:26][CH:27]([C:31](=[O:32])[O:33][CH3:34])[C:28]3([CH3:29])[CH2:30]2)[CH2:3][CH2:4][CH2:5][CH2:6][CH2:7]1. The reactants are Cc1ccc(-n2nc(C(C)(C)C)cc2NC(=O)Nc2ccc(OCc3ccnc(NC(=O)CCl)c3)c3ccccc23)cc1, CN1CCNCC1, CCN(C(C)C)C(C)C, ClCCl, CN(C)C=O. Product: Cc1ccc(-n2nc(C(C)(C)C)cc2NC(=O)Nc2ccc(OCc3ccnc(NC(=O)CN4CCN(C)CC4)c3)c3ccccc23)cc1. As a reaction SMILES: [C:1]([CH3:2])([CH3:3])([CH3:4])[c:5]1[n:6][n:7](-[c:37]2[cH:38][cH:39][c:40]([CH3:43])[cH:41][cH:42]2)[c:8]([NH:10][C:11]([NH:12][c:13]2[cH:14][cH:15][c:16]([O:23][CH2:24][c:25]3[cH:26][c:27]([NH:31][C:32]([CH2:33][Cl:34])=[O:35])[n:28][cH:29][cH:30]3)[c:17]3[cH:18][cH:19][cH:20][cH:21][c:22]23)=[O:36])[cH:9]1.[CH3:53][N:54]1[CH2:55][CH2:56][NH:57][CH2:58][CH2:59]1.[CH:44]([N:45]([CH2:46][CH3:47])[CH:48]([CH3:49])[CH3:50])([CH3:51])[CH3:52].[Cl:60][CH2:61][Cl:62].[O:63]=[CH:64][N:65]([CH3:66])[CH3:67]>>[C:1]([CH3:2])([CH3:3])([CH3:4])[c:5]1[n:6][n:7](-[c:37]2[cH:38][cH:39][c:40]([CH3:43])[cH:41][cH:42]2)[c:8]([NH:10][C:11]([NH:12][c:13]2[cH:14][cH:15][c:16]([O:23][CH2:24][c:25]3[cH:26][c:27]([NH:31][C:32]([CH2:33][N:57]4[CH2:56][CH2:55][N:54]([CH3:53])[CH2:59][CH2:58]4)=[O:35])[n:28][cH:29][cH:30]3)[c:17]3[cH:18][cH:19][cH:20][cH:21][c:22]23)=[O:36])[cH:9]1.